From a dataset of the Open Reaction Database (ORD), a public repository of structured organic reaction records. describe an organic reaction: reactants, conditions, products, and yield The reactants are COC(=O)C1=NC=CN=C1NS(=O)(=O)CC1=C(C=CC(=C1)C(F)(F)F)Cl (3-(2-chloro-5-trifluoromethyl-phenylmethanesulfonylamino)-pyrazine-2-carboxylic acid methyl ester), C(C)(C)N(C(C)C)CC (N,N-diisopropylethylamine), ClC(COS(=O)(=O)C(F)(F)F)Cl (2,2-dichloroethyltrifluoromethanesulfonate). Solvent: C(C)#N (acetonitrile). Reaction conditions: time 20 hour. The product is COC(=O)C1=NC=CN=C1N(CC(Cl)Cl)S(=O)(=O)CC1=C(C=CC(=C1)C(F)(F)F)Cl (3-[(2-chloro-5-trifluoromethyl-phenylmethanesulfonyl)-(2,2-dichloro-ethyl)-amino]-pyrazine-2-carboxylic acid methyl ester). Isolated yield 29.0%. Reaction SMILES: [CH3:1][O:2][C:3]([C:5]1[C:10]([NH:11][S:12]([CH2:15][C:16]2[CH:21]=[C:20]([C:22]([F:25])([F:24])[F:23])[CH:19]=[CH:18][C:17]=2[Cl:26])(=[O:14])=[O:13])=[N:9][CH:8]=[CH:7][N:6]=1)=[O:4].C(N(CC)C(C)C)(C)C.[Cl:36][CH:37]([Cl:47])[CH2:38]OS(C(F)(F)F)(=O)=O>C(#N)C>[CH3:1][O:2][C:3]([C:5]1[C:10]([N:11]([S:12]([CH2:15][C:16]2[CH:21]=[C:20]([C:22]([F:25])([F:23])[F:24])[CH:19]=[CH:18][C:17]=2[Cl:26])(=[O:13])=[O:14])[CH2:38][CH:37]([Cl:47])[Cl:36])=[N:9][CH:8]=[CH:7][N:6]=1)=[O:4]. Procedure: To a solution of 3-(2-chloro-5-trifluoromethyl-phenylmethanesulfonylamino)-pyrazine-2-carboxylic acid methyl ester (Example 2.1) (0.5 g) in acetonitrile (5 ml) was added N,N-diisopropylethylamine (“Hunig's base”) (0.71 ml) at ambient temperature. The mixture was stirred for 5 minutes at ambient temperature before dropwise addition of 2,2-dichloroethyltrifluoromethanesulfonate (0.603 g) at ambient temperature. The reaction mixture was stirred at ambient temperature for 20 hours. The reaction mixt... Reactants: N1[C@@H](CCC1)C1=NC(=NO1)C=1C=C(C#N)C=CC1 ((S)-3-(5-pyrrolidin-2-yl-[1,2,4]oxadiazol-3-yl)-benzonitrile), S1C(=NC=C1)C=O (thiazole-2-carbaldehyde), C(C)(=O)O[BH-](OC(C)=O)OC(C)=O.[Na+] (sodium triacetoxyborohydride). Solvent: ClC(C)Cl (dichloroethane). Product: S1C(=NC=C1)CN1[C@@H](CCC1)C1=NC(=NO1)C=1C=C(C#N)C=CC1 ((S)-3-[5-(1-Thiazol-2-ylmethyl-pyrrolidin-2-yl)-[1,2,4]oxadiazol-3-yl]-benzonitrile). Reaction SMILES: [NH:1]1[CH2:5][CH2:4][CH2:3][C@H:2]1[C:6]1[O:10][N:9]=[C:8]([C:11]2[CH:12]=[C:13]([CH:16]=[CH:17][CH:18]=2)[C:14]#[N:15])[N:7]=1.[S:19]1[CH:23]=[CH:22][N:21]=[C:20]1[CH:24]=O.C(O[BH-](OC(=O)C)OC(=O)C)(=O)C.[Na+]>ClC(Cl)C>[S:19]1[CH:23]=[CH:22][N:21]=[C:20]1[CH2:24][N:1]1[CH2:5][CH2:4][CH2:3][C@H:2]1[C:6]1[O:10][N:9]=[C:8]([C:11]2[CH:12]=[C:13]([CH:16]=[CH:17][CH:18]=2)[C:14]#[N:15])[N:7]=1 |f:2.3|. Procedure: 3-[5-(1-Thiazol-2-ylmethyl-pyrrolidin-2-yl)-[1,2,4]oxadiazol-3-yl]-benzonitrile (63.5 mg, 91%) was obtained as described in Example 43 from (S)-3-(5-pyrrolidin-2-yl-[1,2,4]oxadiazol-3-yl)-benzonitrile (49.8 mg, 0.18 mmol) reacted with thiazole-2-carbaldehyde (35.2 mg, 0.31 mmol) and sodium triacetoxyborohydride (72 mg, 0.34 mmol) is in dichloroethane (3 mL) at room temperature. 1H NMR (CDCl3), δ(ppm): 8.39 (s, 1H), 8.32 (d, 1H), 7.78 (d, 1H), 7.68 (d, 1H), 7.60 (t, 1H), 7.27 (d, 1H), 4.32 (dd, 1...